The task is: describe an organic reaction: reactants, conditions, products, and yield. This data is from the Open Reaction Database (ORD), a public repository of structured organic reaction records. Procedure: To a light yellow solution of (S)-tert-butyl 3-aminopiperidine-1-carboxylate (0.52 g, 2.6 mmol) in 25 ml MeOH was added sodium cyanoborohydride (0.33 g, 5.2 mmol), AcOH (0.74 ml, 13 mmol), and formaldehyde (37 wt. % solution in water, 1.0 ml). After stirring approximately 12 h, the reaction was quenched by the addition of 5 ml saturated aqueous sodium bicarbonate. The volatile organic solvents were removed in vacuo, and water and EtOAc was added. The organic layer was removed, and the aqueous la... Solvent: C1CCOC1 (THF), O (water), CO (MeOH), O1CCOCC1 (dioxane). Product: CN([C@@H]1CN(CCC1)C1=C(C=C(C=C1)C(F)(F)F)[N+](=O)[O-])C ((S)-N,N-dimethyl-1-(2-nitro-4-(trifluoromethyl)phenyl)piperidin-3-amine). Reaction SMILES: N[C@H:2]1[CH2:7][CH2:6][CH2:5][N:4]([C:8](OC(C)(C)C)=O)[CH2:3]1.[C:15]([BH3-])#[N:16].[Na+].[CH3:19]C(O)=O.C=O.Cl.FC1[CH:32]=[CH:31][C:30]([C:33]([F:36])([F:35])[F:34])=[CH:29][C:28]=1[N+:37]([O-:39])=[O:38].C(=O)(O)[O-].[Na+]>CO.O1CCOCC1.O.C1COCC1>[CH3:19][N:16]([CH3:15])[C@H:6]1[CH2:7][CH2:2][CH2:3][N:4]([C:8]2[CH:32]=[CH:31][C:30]([C:33]([F:36])([F:35])[F:34])=[CH:29][C:28]=2[N+:37]([O-:39])=[O:38])[CH2:5]1 |f:1.2,7.8|. Starting materials: FC1=C(C=C(C=C1)C(F)(F)F)[N+](=O)[O-] (1-Fluoro-2-nitro-4-trifluoromethylbenzene), C([O-])(O)=O.[Na+] (sodium bicarbonate), N[C@@H]1CN(CCC1)C(=O)OC(C)(C)C ((S)-tert-butyl 3-aminopiperidine-1-carboxylate), C(#N)[BH3-].[Na+] (sodium cyanoborohydride), CC(=O)O (AcOH), C=O (formaldehyde), Cl (HCl). Conditions: time 12 hour. Reactants: O (water), C1(C=2C(C(N1N1C=CC=C1)=O)=CC=CC2)=O (N-phthalimidopyrrole), fused zinc chloride, FC1=C(C(=O)Cl)C=CC=C1 (o-fluorobenzoyl chloride). Run in ClC(C)Cl (dichloroethane). Reaction conditions: time 1 hour. The product is FC1=C(C(=O)C=2N(C=CC2)N2C(C=3C(C2=O)=CC=CC3)=O)C=CC=C1 (2-(2-Fluorobenzoyl)-1-phthalimidopyrrole). Isolated yield 19.1%. As a reaction SMILES: [C:1]1(=[O:16])[N:5]([N:6]2[CH:10]=[CH:9][CH:8]=[CH:7]2)[C:4](=[O:11])[C:3]2=[CH:12][CH:13]=[CH:14][CH:15]=[C:2]12.[F:17][C:18]1[CH:26]=[CH:25][CH:24]=[CH:23][C:19]=1[C:20](Cl)=[O:21].O>ClC(Cl)C>[F:17][C:18]1[CH:26]=[CH:25][CH:24]=[CH:23][C:19]=1[C:20]([C:7]1[N:6]([N:5]2[C:4](=[O:11])[C:3]3=[CH:12][CH:13]=[CH:14][CH:15]=[C:2]3[C:1]2=[O:16])[CH:10]=[CH:9][CH:8]=1)=[O:21]. Procedure: To a mixture of N-phthalimidopyrrole (10 g, 47 mmole) and fused zinc chloride (10 g, 73 mmole) in 80 ml dichloroethane was added o-fluorobenzoyl chloride (7.5 g, 47 mmole). The reaction mixture was stirred at ambient temperature for twenty hours and at 80° for one hour. Thereafter, it was cooled, poured into water and extracted with dichloromethane. The organic extract was washed with water and with saturated sodium chloride solution, and dried over magnesium sulfate. The solution was filtered a...